Task: describe an organic reaction: reactants, conditions, products, and yield. Dataset: the Open Reaction Database (ORD), a public repository of structured organic reaction records Starting materials: O=C1N(N=C(O1)CCC(=O)O)C1=CC=CC=C1 (3-(5-oxo-4-phenyl-4,5-dihydro-[1,3,4]oxadiazol-2-yl)-propionic acid), [B-](F)(F)(F)F.CCOC(=O)C(=NOC(=[N+](C)C)N(C)C)C#N (TOTU), N1CCCCC1 (piperidine). Solvent: CN(C)C=O (DMF). Conditions: time 15 minute. Yields the product O=C(CCC1=NN(C(O1)=O)C1=CC=CC=C1)N1CCCCC1 (5-(3-Oxo-3-(piperidin-1-yl)-propyl)-3-phenyl-3H-[1,3,4]oxadiazol-2-one). As a reaction SMILES: [O:1]=[C:2]1[O:6][C:5]([CH2:7][CH2:8][C:9]([OH:11])=O)=[N:4][N:3]1[C:12]1[CH:17]=[CH:16][CH:15]=[CH:14][CH:13]=1.[B-](F)(F)(F)F.CCOC(C(C#N)=NOC(N(C)C)=[N+](C)C)=O.[NH:40]1[CH2:45][CH2:44][CH2:43][CH2:42][CH2:41]1>CN(C=O)C>[O:11]=[C:9]([N:40]1[CH2:45][CH2:44][CH2:43][CH2:42][CH2:41]1)[CH2:8][CH2:7][C:5]1[O:6][C:2](=[O:1])[N:3]([C:12]2[CH:17]=[CH:16][CH:15]=[CH:14][CH:13]=2)[N:4]=1 |f:1.2|. Procedure details: 50 mg (0.21 mmol) of 3-(5-oxo-4-phenyl-4,5-dihydro-[1,3,4]oxadiazol-2-yl)-propionic acid, 245 mg (2.13 mmol) of NEM and 77 mg (0.23 mmol) of TOTU were dissolved in 2 ml of DMF and stirred at room temperature for 15 min. 20 mg (0.23 mmol) of piperidine were added, and the reaction mixture was stirred at room temperature for 16 h. After evaporation, the product was purified by silica gel chromatography. Yield: 45 mg. Starting materials: C(C1=CC=CC=C1)N1CC2CCC(C1)N2CCCC(OC2=CC(=C(C=C2)OC)OC)C2=CC=C(C#N)C=C2 (4-[4-(3-Benzyl-3,8-diazabicyclo[3.2.1]oct-8-yl)-1-(3,4-dimethoxyphenoxy)butyl]benzonitrile), N#N (N2), C(Cl)Cl (CH2Cl2), C(Cl)(Cl)Cl.CO.CC(=O)O (CHCl3 MeOH AcOH). Reagents/catalysts: [Pd] (Pd/C). Run in CO (MeOH), CO (MeOH), CC(=O)O (AcOH). Run at time 2 hour. The product is [NH4+].[OH-] (NH4OH), C12CNCC(CC1)N2CCCC(OC2=CC(=C(C=C2)OC)OC)C2=CC=C(C#N)C=C2 (4-[4-(3,8-Diazabicyclo[3.2.1]oct-8-yl)-1-(3,4-dimethoxyphenoxy)butyl]benzonitrile). Reaction SMILES: C([N:8]1[CH2:14][CH:13]2[N:15]([CH2:16][CH2:17][CH2:18][CH:19]([C:31]3[CH:38]=[CH:37][C:34]([C:35]#[N:36])=[CH:33][CH:32]=3)[O:20][C:21]3[CH:26]=[CH:25][C:24]([O:27][CH3:28])=[C:23]([O:29][CH3:30])[CH:22]=3)[CH:10]([CH2:11][CH2:12]2)[CH2:9]1)C1C=CC=CC=1.N#N.C(Cl)Cl.C(Cl)(Cl)Cl.CO.CC(O)=O>CO.[Pd].CC(O)=O>[NH4+:8].[OH-:20].[CH:10]12[N:15]([CH2:16][CH2:17][CH2:18][CH:19]([C:31]3[CH:38]=[CH:37][C:34]([C:35]#[N:36])=[CH:33][CH:32]=3)[O:20][C:21]3[CH:26]=[CH:25][C:24]([O:27][CH3:28])=[C:23]([O:29][CH3:30])[CH:22]=3)[CH:13]([CH2:12][CH2:11]1)[CH2:14][NH:8][CH2:9]2 |f:3.4.5,9.10|. Procedure: To a solution of 4-[4-(3-benzyl-3,8-diazabicyclo[3.2.1]oct-8-yl)-1-(3,4-dimethoxyphenoxy)butyl]benzonitrile (9.2 g, 15.7 mmol; from step (d) above) in MeOH (1000 mL) was added 10% Pd/C (2.8 g) under a blanket of N2. The resulting solution was purged with H2 then stirred under a H2 atmosphere for 2 h. The solution was filtered through Celite® and the filtrate concentrated in vacuo to give a crushable foam. Flash chromatography on silica gel eluting first with CH2Cl2:MeOH:concentrated NH4OH (188:1... Reactants: CO, O, CCOC(=O)c1nc(C(=O)c2cccs2)c2sccc2n1. Yields the product COC(=O)c1nc(C(=O)c2cccs2)c2sccc2n1. RXN SMILES: [CH3:22][OH:23].[OH2:24].[s:1]1[c:2]([C:6](=[O:7])[c:8]2[c:9]3[c:10]([n:11][c:12]([C:14](=[O:15])[O:16][CH2:17][CH3:18])[n:13]2)[cH:19][cH:20][s:21]3)[cH:3][cH:4][cH:5]1>>[s:1]1[c:2]([C:6](=[O:7])[c:8]2[c:9]3[c:10]([n:11][c:12]([C:14](=[O:15])[O:16][CH3:17])[n:13]2)[cH:19][cH:20][s:21]3)[cH:3][cH:4][cH:5]1. The reactants are CC=1OC(C2=C(N1)C=CC=C2[N+](=O)[O-])=O (2-methyl-5-nitro-4H-benzo[d][1,3]oxazin-4-one), Br.N[C@@]1(C(NC(CC1)=O)=O)C ((S)-3-amino-3-methylpiperidine-2,6-dione hydrobromide), N1C=NC=C1 (imidazole), C1(=CC=CC=C1)OP(OC1=CC=CC=C1)OC1=CC=CC=C1 (triphenylphosphite). Solvent: CN(C)C=O (DMF). Run at temperature 45 celsius, time 40 hour. The product is C[C@]1(C(NC(CC1)=O)=O)N1C(=NC2=CC=CC(=C2C1=O)[N+](=O)[O-])C ((S)-3-methyl-3-(2-methyl-5-nitro-4-oxoquinazolin-3(4H)-yl)piperidine-2,6-dione). Isolated yield 21.8%. RXN SMILES: [CH3:1][C:2]1O[C:4](=[O:15])[C:5]2[C:11]([N+:12]([O-:14])=[O:13])=[CH:10][CH:9]=[CH:8][C:6]=2[N:7]=1.Br.[NH2:17][C@@:18]1([CH3:26])[CH2:23][CH2:22][C:21](=[O:24])[NH:20][C:19]1=[O:25].N1C=CN=C1.C1(OP(OC2C=CC=CC=2)OC2C=CC=CC=2)C=CC=CC=1>CN(C=O)C>[CH3:26][C@:18]1([N:17]2[C:4](=[O:15])[C:5]3[C:6](=[CH:8][CH:9]=[CH:10][C:11]=3[N+:12]([O-:14])=[O:13])[N:7]=[C:2]2[CH3:1])[CH2:23][CH2:22][C:21](=[O:24])[NH:20][C:19]1=[O:25] |f:1.2|. Reported procedure: A mixture of 2-methyl-5-nitro-4H-benzo[d][1,3]oxazin-4-one (2.0 g, 9.7 mmol), (S)-3-amino-3-methylpiperidine-2,6-dione hydrobromide (2.2 g, 9.7 mmol), imidazole (1.5 g, 21 mmol), and triphenylphosphite (3.7 g, 12 mmol) in DMF (20 mL) was stirred under nitrogen at 45° C. for 40 hours. The mixture was evaporated, and the residue was chromatographed on silica gel using a dichloromethane-acetonitrile gradient. The product eluted at 15% acetonitrile, providing (S)-3-methyl-3-(2-methyl-5-nitro-4-oxoqu...